Dataset: the Open Reaction Database (ORD), a public repository of structured organic reaction records. Task: describe an organic reaction: reactants, conditions, products, and yield The product is BrC=1C(=CC2=C(C(C(C3CC2C3)=O)=O)C1)F (2-bromo-3-fluoro-6,7-dihydro-5H-5,7-methanobenzo[7]annulene-8,9-dione). Reported procedure: A solution of 2,9-dibromo-3-fluoro-6,7-dihydro-5H-5,7-methanobenzo[7]annulen-8(9H)-one (1.04 g at 65% purity LC-UV215) in dimethylsulfoxide (15 mL) was warmed to 80° C. for 1 hr. Evaporation of the reaction mixture (high vacuum distillation) furnished the crude title compound (0.87 g at 72% purity LC-UV215) as a golden-brown syrup which was carried through to the next synthetic step without purification. 1H NMR (500 MHz, CDCl3) δ 2.25-2.30 (m, 2H), 3.12-3.18 (m, 2H), 3.48-3.51 (m, 1H), 3.61-3.65... As a reaction SMILES: [Br:1][C:2]1[C:3]([F:16])=[CH:4][C:5]2[CH:11]3[CH2:12][CH:9]([CH2:10]3)[C:8](=[O:13])[CH:7](Br)[C:6]=2[CH:15]=1.CS(C)=[O:19]>>[Br:1][C:2]1[C:3]([F:16])=[CH:4][C:5]2[CH:11]3[CH2:12][CH:9]([CH2:10]3)[C:8](=[O:13])[C:7](=[O:19])[C:6]=2[CH:15]=1. Reactants: BrC=1C(=CC2=C(C(C(C3CC2C3)=O)Br)C1)F (2,9-dibromo-3-fluoro-6,7-dihydro-5H-5,7-methanobenzo[7]annulen-8(9H)-one), CS(=O)C (dimethylsulfoxide). Isolated yield 72.0%. Reactants: ClC1=[N+](C=CC(=C1)C)[O-] (2-chloro-4-methylpyridine 1-oxide), S(=O)(=O)(OC)OC (dimethyl sulfate), C(C)OCC (Diethyl ether), [C-]#N.[Na+] (sodium cyanide). Run in O (water). Reaction conditions: time 8 hour. Product: ClC1=CC(=CC(=N1)C#N)C (6-chloro-4-methylpyridine-2-carbonitrile). Reaction SMILES: [Cl:1][C:2]1[CH:7]=[C:6]([CH3:8])[CH:5]=[CH:4][N+:3]=1[O-].S(OC)(OC)(=O)=O.C(OCC)C.[C-:22]#[N:23].[Na+]>O>[Cl:1][C:2]1[N:3]=[C:4]([C:22]#[N:23])[CH:5]=[C:6]([CH3:8])[CH:7]=1 |f:3.4|. Procedure: 2-chloro-4-methylpyridine 1-oxide (8.5 g, 59.2 mmol) from step 1 of this example was added to the dimethyl sulfate (9.0 g, 71 mmol) and the mixture stirred overnight. Diethyl ether (40 ml) was added, the mixture stirred, and ether decanted (2×). The volatiles were removed in vacuum. The residue was dissolved in water (50 ml) and the solution added drop wise to a −15° C. solution of sodium cyanide (11.3 g, 231 mmol) in water (50 ml) under N2. The mixture was stirred between −7 and −15° C. for 1.5... Reactants: C1CCOC1, O=C=Nc1ccc(Cl)c(C(F)(F)F)c1, CSc1nccc(Oc2ccc(N)c(F)c2)n1. Product: CSc1nccc(Oc2ccc(NC(=O)Nc3ccc(Cl)c(C(F)(F)F)c3)c(F)c2)n1. Reaction SMILES: [CH2:32]1[O:33][CH2:34][CH2:35][CH2:36]1.[Cl:1][c:2]1[c:3]([C:11]([F:12])([F:13])[F:14])[cH:4][c:5]([N:8]=[C:9]=[O:10])[cH:6][cH:7]1.[F:15][c:16]1[c:17]([NH2:31])[cH:18][cH:19][c:20]([O:22][c:23]2[n:24][c:25]([S:29][CH3:30])[n:26][cH:27][cH:28]2)[cH:21]1>>[Cl:1][c:2]1[c:3]([C:11]([F:12])([F:13])[F:14])[cH:4][c:5]([NH:8][C:9](=[O:10])[NH:31][c:17]2[c:16]([F:15])[cH:21][c:20]([O:22][c:23]3[n:24][c:25]([S:29][CH3:30])[n:26][cH:27][cH:28]3)[cH:19][cH:18]2)[cH:6][cH:7]1. Reactants: C1(=CC=CC=C1)C=C[C@H]1[C@@H](C(N1[Si](C)(C)C(C)(C)C)=O)CCCNC(=NC(=O)OCC1=CC=CC=C1)NC(=O)OCC1=CC=CC=C1 (trans-4-(2-Phenylethenyl)-3-[3-[N',N"-di(Cbz)guanidino]propyl]-1-t-butyldimethylsilyl-2-azetidinone), O=[O+][O-] (Ozone). Run in C(Cl)Cl (CH2Cl2). Conditions: time 48 hour. The product is C(=O)[C@H]1[C@@H](C(N1[Si](C)(C)C(C)(C)C)=O)CCCNC(=NC(=O)OCC1=CC=CC=C1)NC(=O)OCC1=CC=CC=C1 (trans-4-Formyl-3-[3-[N',N"-di(Cbz)guanidino]propyl]-1-t-butyldimethylsilyl-2-azetidinone). RXN SMILES: [O:1]=[O+][O-].C1(C=[CH:11][C@@H:12]2[N:15]([Si:16]([C:19]([CH3:22])([CH3:21])[CH3:20])([CH3:18])[CH3:17])[C:14](=[O:23])[C@H:13]2[CH2:24][CH2:25][CH2:26][NH:27][C:28]([NH:40][C:41]([O:43][CH2:44][C:45]2[CH:50]=[CH:49][CH:48]=[CH:47][CH:46]=2)=[O:42])=[N:29][C:30]([O:32][CH2:33][C:34]2[CH:39]=[CH:38][CH:37]=[CH:36][CH:35]=2)=[O:31])C=CC=CC=1>C(Cl)Cl>[CH:11]([C@@H:12]1[N:15]([Si:16]([C:19]([CH3:20])([CH3:22])[CH3:21])([CH3:17])[CH3:18])[C:14](=[O:23])[C@H:13]1[CH2:24][CH2:25][CH2:26][NH:27][C:28]([NH:40][C:41]([O:43][CH2:44][C:45]1[CH:50]=[CH:49][CH:48]=[CH:47][CH:46]=1)=[O:42])=[N:29][C:30]([O:32][CH2:33][C:34]1[CH:35]=[CH:36][CH:37]=[CH:38][CH:39]=1)=[O:31])=[O:1]. Procedure: Ozone was passed through a -78° C. CH2Cl2 (650 mL) solution of compound 4a (55 g, 84 mmol) until a blue color was maintained. Excess ozone was purged with N2. Dimethyl sulfide (60 mL) was added. The solution was allowed to warm to room temperature and to stand for 48 h. The solution was concentrated to afford the title compound which was not further purified but used directly in step B. Reactants: COc1ccc2cc(Br)cnc2c1, ClCCl, [Na+], [Na+], O=C(OO)c1cccc(Cl)c1, O=S([O-])[O-]. The product is COc1ccc2cc(Br)c[n+]([O-])c2c1. Reaction SMILES: [Br:1][c:2]1[cH:3][n:4][c:5]2[cH:6][c:7]([O:12][CH3:13])[cH:8][cH:9][c:10]2[cH:11]1.[Cl:31][CH2:32][Cl:33].[Na+:29].[Na+:30].[OH:14][O:15][C:16]([c:17]1[cH:18][c:19]([Cl:20])[cH:21][cH:22][cH:23]1)=[O:24].[S:25]([O-:26])([O-:27])=[O:28]>>[Br:1][c:2]1[cH:3][n+:4]([O-:14])[c:5]2[cH:6][c:7]([O:12][CH3:13])[cH:8][cH:9][c:10]2[cH:11]1. Reactants: CN([C@H]1CC(N(C1)C1=NN(C=C1[N+](=O)[O-])C)=O)C ((4S)-4-(dimethylamino)-1-(1-methyl-4-nitro-1H-pyrazol-3-yl)pyrrolidin-2-one). Reagents/catalysts: [C].[Pd] (palladium-carbon). Run in CO (methanol). Run at time 1 hour. Yields the product NC=1C(=NN(C1)C)N1C(C[C@@H](C1)N(C)C)=O ((4S)-1-(4-amino-1-methyl-1H-pyrazol-3-yl)-4-(dimethylamino)pyrrolidin-2-one). Isolated yield 90.2%. RXN SMILES: [CH3:1][N:2]([CH3:18])[C@@H:3]1[CH2:7][N:6]([C:8]2[C:12]([N+:13]([O-])=O)=[CH:11][N:10]([CH3:16])[N:9]=2)[C:5](=[O:17])[CH2:4]1>[C].[Pd].CO>[NH2:13][C:12]1[C:8]([N:6]2[CH2:7][C@@H:3]([N:2]([CH3:1])[CH3:18])[CH2:4][C:5]2=[O:17])=[N:9][N:10]([CH3:16])[CH:11]=1 |f:1.2|. Procedure details: A mixture of (4S)-4-(dimethylamino)-1-(1-methyl-4-nitro-1H-pyrazol-3-yl)pyrrolidin-2-one (69.9 mg), 10% palladium-carbon (24.9 mg) and methanol (1.38 mL) was stirred at room temperature for 1 hr under hydrogen atmosphere. The reaction mixture was filtered through Celite, and the filtrate was concentrated under reduced pressure to give the title compound (55.6 mg). Reactants: ClC=1N=C(C2=C(N1)N(C=C2)S(=O)(=O)C2=CC=C(C)C=C2)NC2=CC=C1C=NN(C1=C2)C (2-chloro-N-(1-methyl-1H-indazol-6-yl)-7-tosyl-7H-pyrrolo[2,3-d]pyrimidin-4-amine), NC1=CC=C(C(=O)N)C=C1 (4-aminobenzamide), C[Si](C)(C)Cl (TMSCl). The solvent is C(CCC)O (nBuOH), C(CCC)O (nBuOH). The product is CN1N=CC2=CC=C(C=C12)NC=1C2=C(N=C(N1)NC1=CC=C(C(=O)N)C=C1)N(C=C2)S(=O)(=O)C2=CC=C(C)C=C2 (4-(4-(1-methyl-1H-indazol-6-ylamino)-7-tosyl-7H-pyrrolo[2,3-d]pyrimidin-2-ylamino)benzamide). Isolated yield 10.9%. RXN SMILES: Cl[C:2]1[N:3]=[C:4]([NH:21][C:22]2[CH:30]=[C:29]3[C:25]([CH:26]=[N:27][N:28]3[CH3:31])=[CH:24][CH:23]=2)[C:5]2[CH:10]=[CH:9][N:8]([S:11]([C:14]3[CH:20]=[CH:19][C:17]([CH3:18])=[CH:16][CH:15]=3)(=[O:13])=[O:12])[C:6]=2[N:7]=1.[NH2:32][C:33]1[CH:41]=[CH:40][C:36]([C:37]([NH2:39])=[O:38])=[CH:35][CH:34]=1.C[Si](Cl)(C)C>C(O)CCC>[CH3:31][N:28]1[C:29]2[C:25](=[CH:24][CH:23]=[C:22]([NH:21][C:4]3[C:5]4[CH:10]=[CH:9][N:8]([S:11]([C:14]5[CH:20]=[CH:19][C:17]([CH3:18])=[CH:16][CH:15]=5)(=[O:13])=[O:12])[C:6]=4[N:7]=[C:2]([NH:32][C:33]4[CH:41]=[CH:40][C:36]([C:37]([NH2:39])=[O:38])=[CH:35][CH:34]=4)[N:3]=3)[CH:30]=2)[CH:26]=[N:27]1. Reported procedure: A mixture of 2-chloro-N-(1-methyl-1H-indazol-6-yl)-7-tosyl-7H-pyrrolo[2,3-d]pyrimidin-4-amine (90 mg, 0.20 mmol), 4-aminobenzamide (55 mg, 0.40 mmol) and TMSCl (0.200 mL, 1.58 mmol) in nBuOH (2 mL) was stirred at 135° C. for 44 h. nBuOH was removed in vacuo. The residue was purified by HPLC to give 4-(4-(1-methyl-1H-indazol-6-ylamino)-7-tosyl-7H-pyrrolo[2,3-d]pyrimidin-2-ylamino)benzamide (12 mg). Starting materials: Cc1ccccc1, O=C(Cl)Cl, Cl, C1CCOC1, CCOC(=N)C(O)c1ccccc1. Product: O=C1NC(=O)C(c2ccccc2)O1. Reaction SMILES: [CH3:24][c:25]1[cH:26][cH:27][cH:28][cH:29][cH:30]1.[Cl:1][C:2]([Cl:3])=[O:4].[ClH:5].[O:19]1[CH2:20][CH2:21][CH2:22][CH2:23]1.[OH:6][CH:7]([C:8]([O:9][CH2:10][CH3:11])=[NH:12])[c:13]1[cH:14][cH:15][cH:16][cH:17][cH:18]1>>[C:2]1(=[O:4])[O:6][CH:7]([c:13]2[cH:14][cH:15][cH:16][cH:17][cH:18]2)[C:8](=[O:12])[NH:9]1. Reactants: COC(=O)c1c(C(C)C)n(Cc2ccccc2)c2ccc(O)cc12, CI, CCOC(C)=O, [K+], [K+], O=C([O-])[O-], CN(C)C=O. Product: COC(=O)c1c(C(C)C)n(Cc2ccccc2)c2ccc(OC)cc12. Reaction SMILES: [CH2:1]([c:2]1[cH:3][cH:4][cH:5][cH:6][cH:7]1)[n:8]1[c:9]([CH:22]([CH3:23])[CH3:24])[c:10]([C:18](=[O:19])[O:20][CH3:21])[c:11]2[cH:12][c:13]([OH:17])[cH:14][cH:15][c:16]12.[CH3:25][I:26].[CH3:38][CH2:39][O:40][C:41]([CH3:42])=[O:43].[K+:27].[K+:28].[O-:29][C:30]([O-:31])=[O:32].[O:33]=[CH:34][N:35]([CH3:36])[CH3:37]>>[CH2:1]([c:2]1[cH:3][cH:4][cH:5][cH:6][cH:7]1)[n:8]1[c:9]([CH:22]([CH3:23])[CH3:24])[c:10]([C:18](=[O:19])[O:20][CH3:21])[c:11]2[cH:12][c:13]([O:17][CH3:30])[cH:14][cH:15][c:16]12.